From a dataset of the Open Reaction Database (ORD), a public repository of structured organic reaction records. describe an organic reaction: reactants, conditions, products, and yield Starting materials: CCCCCC(CCCCC)=O (6-undecanone), C(C(=O)O)(=O)O (oxalic acid), C(C)(C)NC(C)C (diisopropylamine), C(CCC)[Li] (n-butyl lithium). Run in CCCCCC (hexane), O1CCCC1 (tetrahydrofuran), ClP(OCC)(OCC)=O (diethyl chlorophosphonate), C(C)(C)(C)N=CC (acetaldehyde N-tert-butylimine). Run at time 3 day. The product is C(CCCC)C(=CC=O)CCCCC (3-pentyl-2-octenal). RXN SMILES: [CH3:1][CH2:2][CH2:3][CH2:4][CH2:5][C:6](=O)[CH2:7][CH2:8][CH2:9][CH2:10][CH3:11].C(NC(C)C)(C)C.C([Li])CCC.[C:25](O)(=O)[C:26](O)=[O:27]>CCCCCC.C(N=CC)(C)(C)C.ClP(=O)(OCC)OCC.O1CCCC1>[CH2:5]([C:6]([CH2:7][CH2:8][CH2:9][CH2:10][CH3:11])=[CH:25][CH:26]=[O:27])[CH2:4][CH2:3][CH2:2][CH3:1]. Reported procedure: The compound was prepared according to the procedure described in Example 84 except that the reaction was worked up after 3 days. The following reagents were used: 6-undecanone (17 g). diisopropylamine (32.2 mL), 1.6M n-butyl lithium in hexane (143 mL), acetaldehyde N-tert-butylimine (14.75 mL), diethyl chlorophosphonate (16.6 mL) and tetrahydrofuran (200 mL). The work up, varied only in that the oxalic acid catalyzed hydrolysis was run overnight at room temperature, gave the crude aldehyde whic... Starting materials: [BH4-], [BH3-]C#N, OCC(O)C(O)C(O)C(O)CO, NN, [Na+], [Na+], [O-][I+3]([O-])([O-])[O-], OCC1OC(O)C(O)C(O)C1O, Cc1ccc(S(=O)(=O)Cl)cc1, c1ccncc1. Yields the product O=CC(O)C(O)C(O)C(O)CO. As a reaction SMILES: [BH4-:1].[C:45]([BH3-:46])#[N:47].[CH2:16]([CH:17]([OH:18])[CH:19]([OH:20])[CH:21]([OH:22])[CH:23]([OH:24])[CH2:25][OH:26])[OH:27].[NH2:14][NH2:15].[Na+:2].[Na+:48].[O-:40][I+3:41]([O-:42])([O-:43])[O-:44].[OH:28][CH:29]1[O:30][CH:31]([CH2:32][OH:33])[CH:34]([OH:35])[CH:36]([OH:37])[CH:38]1[OH:39].[c:3]1([CH3:4])[cH:5][cH:6][c:7]([S:8]([Cl:9])(=[O:10])=[O:11])[cH:12][cH:13]1.[cH:49]1[cH:50][cH:51][n:52][cH:53][cH:54]1>>[CH2:16]([CH:17]([OH:18])[CH:19]([OH:20])[CH:21]([OH:22])[CH:23]([OH:24])[CH:25]=[O:26])[OH:27]. The reactants are C(C)OC(C1=CC=C(C=C1)Br)OCC (4-bromobenzaldehyde diethyl acetal), C(=O)([O-])C(O)C(O)C(=O)[O-].[Na+].[K+] (potassium sodium tartrate), [Mg] (Magnesium), COC=1C(=CC2=C(CCN(CC2)C)C1)S(=O)(=O)F (8-Methoxy-3-methyl-2,3,4,5-tetrahydro-1H-3-benzazepine-7-sulfonyl fluoride). Solvent: O1CCCC1 (tetrahydrofuran), O (water), O1CCCC1 (tetrahydrofuran). Conditions: time 4 hour. Yields the product COC=1C(=CC2=C(CCN(CC2)C)C1)S(=O)(=O)C1=CC=C(C=O)C=C1 (4-(8-Methoxy-3-methyl-2,3,4,5-tetrahydro-1H-3-benzazepine-7-sulfonyl)-benzaldehyde). As a reaction SMILES: [Mg].C(O[CH:5]([O:13]CC)[C:6]1[CH:11]=[CH:10][C:9](Br)=[CH:8][CH:7]=1)C.[CH3:16][O:17][C:18]1[C:19]([S:30](F)(=[O:32])=[O:31])=[CH:20][C:21]2[CH2:27][CH2:26][N:25]([CH3:28])[CH2:24][CH2:23][C:22]=2[CH:29]=1.C(C(C(C([O-])=O)O)O)([O-])=O.[Na+].[K+]>O1CCCC1.O>[CH3:16][O:17][C:18]1[C:19]([S:30]([C:9]2[CH:8]=[CH:7][C:6]([CH:5]=[O:13])=[CH:11][CH:10]=2)(=[O:32])=[O:31])=[CH:20][C:21]2[CH2:27][CH2:26][N:25]([CH3:28])[CH2:24][CH2:23][C:22]=2[CH:29]=1 |f:3.4.5|. Procedure: Magnesium turnings (1.4 g) in tetrahydrofuran (10 mL) were stirred under an atmosphere of argon and treated with a solution of 4-bromobenzaldehyde diethyl acetal (15.5 g) in tetrahydrofuran (60 mL) The mixture was stirred for 4 hours then the sulfonyl fluoride D4 (5.46 g) was added and the mixture was stirred for 60 hours. The mixture was poured into a solution of potassium sodium tartrate in water and extracted with ethyl acetate. The residue was purified by column chromatography 0-10% methanol... Starting materials: compound 62, C1(CCC1)C1=CC(=C(C(=O)O)C=C1C1=NN=C(N1)C)C (4-cyclobutyl-2-methyl-5-(5-methyl-4H-1,2,4-triazol-3-yl)benzoic acid), C1(CCC1)C1=CC(=C(C(=O)O)C=C1C1=NN=C(N1)C)C (4-cyclobutyl-2-methyl-5-(5-methyl-4H-1,2,4-triazol-3-yl)benzoic acid), C1(CCC1)C1=CC(=C(C(=O)O)C=C1C(NC)=O)C (4-cyclobutyl-2-methyl-5-(methylcarbamoyl)benzoic acid), N1CCC(CC1)C=1C=C2C=NNC2=CC1 (5-(piperidin-4-yl)-1H-indazole), Cl.FC1(CNC1)C1=CC=C(C#N)C=C1 (4-(3-Fluoroazetidin-3-yl)benzonitrile hydrochloride), Cl.FC1(CNC1)C1=CC=C(C#N)C=C1 (4-(3-Fluoroazetidin-3-yl)benzonitrile hydrochloride). Product: C1(CCC1)C1=CC(=C(C(=O)N2CC(C2)(F)C2=CC=C(C#N)C=C2)C=C1C1=NN=C(N1)C)C (4-(1-(4-Cyclobutyl-2-methyl-5-(5-methyl-4H-1,2,4-triazol-3-yl)benzoyl)-3-fluoroazetidin-3-yl)benzonitrile). Reaction SMILES: [CH:1]1([C:5]2[C:13]([C:14]3[NH:18][C:17]([CH3:19])=[N:16][N:15]=3)=[CH:12][C:8]([C:9]([OH:11])=O)=[C:7]([CH3:20])[CH:6]=2)[CH2:4][CH2:3][CH2:2]1.C1(C2C(C(=O)NC)=CC(C(O)=O)=C(C)C=2)CCC1.Cl.[F:40][C:41]1([C:45]2[CH:52]=[CH:51][C:48]([C:49]#[N:50])=[CH:47][CH:46]=2)[CH2:44][NH:43][CH2:42]1.N1CCC(C2C=C3C(=CC=2)NN=C3)CC1>>[CH:1]1([C:5]2[C:13]([C:14]3[NH:18][C:17]([CH3:19])=[N:16][N:15]=3)=[CH:12][C:8]([C:9]([N:43]3[CH2:42][C:41]([C:45]4[CH:46]=[CH:47][C:48]([C:49]#[N:50])=[CH:51][CH:52]=4)([F:40])[CH2:44]3)=[O:11])=[C:7]([CH3:20])[CH:6]=2)[CH2:2][CH2:3][CH2:4]1 |f:2.3|. Procedure: The title compound was prepared using standard chemical manipulations and procedures similar to those used for the preparation of compound 62, except 4-cyclobutyl-2-methyl-5-(5-methyl-4H-1,2,4-triazol-3-yl)benzoic acid (compound 78.4) was used in place of 4-cyclobutyl-2-methyl-5-(methylcarbamoyl)benzoic acid (compound 62.3) and 4-(3-fluoroazetidin-3-yl)benzonitrile hydrochloride (compound 43.4) was used in place of 5-(piperidin-4-yl)-1H-indazole (compound 62.5). m/z (ES+) 430 (M+H)+. Reactants: CCO, CCOC(=O)C1CCN(C(=O)CN(C)C)CC1, [Na+], [OH-]. The product is CN(C)CC(=O)N1CCC(C(=O)O)CC1. As a reaction SMILES: [CH3:20][CH2:21][OH:22].[CH3:3][N:4]([CH3:5])[CH2:6][C:7](=[O:8])[N:9]1[CH2:10][CH2:11][CH:12]([C:15](=[O:16])[O:17][CH2:18][CH3:19])[CH2:13][CH2:14]1.[Na+:2].[OH-:1]>>[CH3:3][N:4]([CH3:5])[CH2:6][C:7](=[O:8])[N:9]1[CH2:10][CH2:11][CH:12]([C:15](=[O:16])[OH:17])[CH2:13][CH2:14]1. Reactants: [OH-].[Na+] (sodium hydroxide), CC1(C(CC(C1)Cl)=O)C (2,2-dimethyl-4-chloro-1-cyclopentanone), FC1=CC=C(C=O)C=C1 (4-fluorobenzaldehyde). Run in C(C)O (ethanol). Reaction conditions: time 30 minute. Yields the product CC1(C(C(C(C1)Cl)=CC1=CC=C(C=C1)F)=O)C (2,2-Dimethyl-4-chloro-5-(4-fluorobenzylidene)-1-cyclopentanone). Yield: 69.0%. RXN SMILES: [OH-].[Na+].[CH3:3][C:4]1([CH3:11])[CH2:8][CH:7]([Cl:9])[CH2:6][C:5]1=[O:10].[F:12][C:13]1[CH:20]=[CH:19][C:16]([CH:17]=O)=[CH:15][CH:14]=1>C(O)C>[CH3:3][C:4]1([CH3:11])[CH2:8][CH:7]([Cl:9])[C:6](=[CH:17][C:16]2[CH:19]=[CH:20][C:13]([F:12])=[CH:14][CH:15]=2)[C:5]1=[O:10] |f:0.1|. Procedure details: 10% strength aqueous sodium hydroxide solution (50 cc) is added to a mixture of 2,2-dimethyl-4-chloro-1-cyclopentanone (10 g) and 4-fluorobenzaldehyde (8.4 g) in ethanol (100 c) at 0° C. After 30 minutes, a thick slurry is filtered and the solid washed and then dried. 2,2-Dimethyl-4-chloro-5-(4-fluorobenzylidene)-1-cyclopentanone (11.8 g), m.p. 69° C., is obtained. Sodium hydride (3.1 g; 80% strength dispersion in mineral oil) in anhydrous DMSO (50 cc) is heated to 80° C. until the solid is diss... Starting materials: ClC=1C=C(C(=O)C2=C(C(=O)O)C=CC=C2)C=CC1OC (2-(3-chloro-4-methoxybenzoyl)benzoic acid), C1(=CC=CC=C1)C (toluene), CNN (methyl hydrazine). Solvent: O (water). Yields the product CN1C(C2=CC=CC=C2C(=N1)C1=CC(=C(C=C1)OC)Cl)=O (2-methyl-4-(3-chloro-4-methoxyphenyl)-1-(2H)-phthalazinone). Isolated yield 68.7%. Reaction SMILES: [Cl:1][C:2]1[CH:3]=[C:4]([CH:16]=[CH:17][C:18]=1[O:19][CH3:20])[C:5]([C:7]1[CH:15]=[CH:14][CH:13]=[CH:12][C:8]=1[C:9](O)=[O:10])=O.C1(C)C=CC=CC=1.[CH3:28][NH:29][NH2:30]>O>[CH3:28][N:29]1[N:30]=[C:5]([C:4]2[CH:16]=[CH:17][C:18]([O:19][CH3:20])=[C:2]([Cl:1])[CH:3]=2)[C:7]2[C:8](=[CH:12][CH:13]=[CH:14][CH:15]=2)[C:9]1=[O:10]. Reported procedure: A mixture of 2-(3-chloro-4-methoxybenzoyl)benzoic acid (10.46 g, 0.036 mol), toluene (50 mL) and methyl hydrazine (2.1 mL) was refluxed in the presence of a Dean Stark trap until the theoretical amount of water had been collected. The reaction mixture was cooled, and the product was collected by filtration to afford 7.42 g (68.7%) of 2-methyl-4-(3-chloro-4-methoxyphenyl)-1-(2H)-phthalazinone, m.p. 195°-195° C. An additional 1.89 g of product was also collected from the filtrate for a total of 9.... The reactants are [N+](=O)([O-])C1=C2C(C(=O)OC2=O)=CC=C1 (3-Nitrophthalic anhydride), OC1=CC=C(C=C1)CCN (2-(4-hydroxyphenyl)-ethylamine), C(C)(=O)OCC (ethyl acetate). Solvent: C1(=CC=CC=C1)C (toluene). Product: OC1=CC=C(C=C1)CCN1C(C=2C(C1=O)=C(C=CC2)[N+](=O)[O-])=O (N-[2-(4-hydroxyphenyl)ethyl]-3-nitrophthalimide). Isolated yield 93.5%. Reaction SMILES: [N+:1]([C:4]1[CH:14]=[CH:13][CH:12]=[C:6]2[C:7]([O:9][C:10](=[O:11])[C:5]=12)=O)([O-:3])=[O:2].[OH:15][C:16]1[CH:21]=[CH:20][C:19]([CH2:22][CH2:23][NH2:24])=[CH:18][CH:17]=1.C(OCC)(=O)C>C1(C)C=CC=CC=1>[OH:15][C:16]1[CH:21]=[CH:20][C:19]([CH2:22][CH2:23][N:24]2[C:10](=[O:11])[C:5]3=[C:4]([N+:1]([O-:3])=[O:2])[CH:14]=[CH:13][CH:12]=[C:6]3[C:7]2=[O:9])=[CH:18][CH:17]=1. Reported procedure: 3-Nitrophthalic anhydride (1.93 g, 0.01 mol, 1 eq) and 2-(4-hydroxyphenyl)-ethylamine (2.06 g, 0.015 mol, 1.5 eq) were refluxed under heating in toluene (20 ml) for 3 hours. The reaction mi i t ure was cooled to room temperature, and ethyl acetate (100 ml) was added to this reaction mixture. The organic layer was washed twice with dil. aqueous hydrochloric acid solution (30 ml), further washed with saturated brine (100 ml), and dried over anhydrous sodium sulfate. After the drying agent was filt... Reactants: CC(C(=O)OCC)C(=O)OCC (diethyl methylmalonate), ice, [H-].[Na+] (NaH), BrC1C(C2=CC=C(C=C2CC1)OC)=O (bromo-6-methoxy-3,4-dihydronaphthalen-1(2H)-one), Cl (HCl). Solvent: CN(C)C=O (DMF). Run at time 2 hour. Product: CC(C(=O)OCC)(C(=O)OCC)C1C(C2=CC=C(C=C2CC1)OC)=O (diethyl 2-methyl-2-(6-methoxy-1-oxo-1,2,3,4-tetrahydronaphthalen-2-yl)malonate). Isolated yield 83.9%. As a reaction SMILES: [H-].[Na+].[CH3:3][CH:4]([C:10]([O:12][CH2:13][CH3:14])=[O:11])[C:5]([O:7][CH2:8][CH3:9])=[O:6].Br[CH:16]1[CH2:25][CH2:24][C:23]2[C:18](=[CH:19][CH:20]=[C:21]([O:26][CH3:27])[CH:22]=2)[C:17]1=[O:28].Cl>CN(C=O)C>[CH3:3][C:4]([CH:16]1[CH2:25][CH2:24][C:23]2[C:18](=[CH:19][CH:20]=[C:21]([O:26][CH3:27])[CH:22]=2)[C:17]1=[O:28])([C:5]([O:7][CH2:8][CH3:9])=[O:6])[C:10]([O:12][CH2:13][CH3:14])=[O:11] |f:0.1|. Procedure details: To 6 L of ice cold DMF was added 183 grams of NaH; the mixture stirred and a solution of 811.2 grams diethyl methylmalonate in 1.5 L DMF was added dropwise. The temp was kept at 0-5° C. for 2 hrs, and then cooled below −3° C., and 650 grams bromo-6-methoxy-3,4-dihydronaphthalen-1(2H)-one was added. The reaction was followed by HPLC until the starting material disappeared. The mixture was poured onto ice water, adjusted to pH 4-5 with HCl, and extracted with ethyl acetate. The organic layer was w...